From a dataset of the Open Reaction Database (ORD), a public repository of structured organic reaction records. describe an organic reaction: reactants, conditions, products, and yield Starting materials: FC(C=1C=C(C=C(C1)C(F)(F)F)C(CC(=O)C1=CC(=C(C=C1)C)Cl)(C(F)(F)F)O)(F)F (3-(3,5-bis(trifluoromethyl)phenyl)-1-(3-chloro-4-methylphenyl)-4,4,4-trifluoro-3-hydroxybutan-1-one), C1(=CC=CC=C1)C (toluene), S(=O)(Cl)Cl (thionyl chloride). The solvent is N1=CC=CC=C1 (pyridine). Reaction conditions: temperature 70 celsius, time 6 hour. The product is FC(C=1C=C(C=C(C1)C(F)(F)F)C(=CC(=O)C1=CC(=C(C=C1)C)Cl)C(F)(F)F)(F)F (3-(3,5-bis(trifluoromethyl)phenyl)-1-(3-chloro-4-methylphenyl)-4,4,4-trifluoro-2-buten-1-one). Yield: 99.6%. As a reaction SMILES: [F:1][C:2]([F:31])([F:30])[C:3]1[CH:4]=[C:5]([C:13](O)([C:25]([F:28])([F:27])[F:26])[CH2:14][C:15]([C:17]2[CH:22]=[CH:21][C:20]([CH3:23])=[C:19]([Cl:24])[CH:18]=2)=[O:16])[CH:6]=[C:7]([C:9]([F:12])([F:11])[F:10])[CH:8]=1.C1(C)C=CC=CC=1.S(Cl)(Cl)=O>N1C=CC=CC=1>[F:30][C:2]([F:1])([F:31])[C:3]1[CH:4]=[C:5]([C:13]([C:25]([F:28])([F:27])[F:26])=[CH:14][C:15]([C:17]2[CH:22]=[CH:21][C:20]([CH3:23])=[C:19]([Cl:24])[CH:18]=2)=[O:16])[CH:6]=[C:7]([C:9]([F:10])([F:11])[F:12])[CH:8]=1. Procedure: 0.96 g of 3-(3,5-bis(trifluoromethyl)phenyl)-1-(3-chloro-4-methylphenyl)-4,4,4-trifluoro-3-hydroxybutan-1-one, 1.92 g of toluene, 0.48 g of thionyl chloride and 0.32 g of pyridine were fed, and stirred for 6 hours at 70° C. The mixture was cooled to room temperature, and separated by adding 10 ml of toluene and iced water. The organic phase was washed with water, and the solvent was distilled off under reduced pressure. The obtained residue was roughly purified by using a small amount of silica ...